This data is from the Open Reaction Database (ORD), a public repository of structured organic reaction records. The task is: describe an organic reaction: reactants, conditions, products, and yield Starting materials: NC1=C(C=CC=C1[N+](=O)[O-])O (2-amino-3-nitrophenoi), C([O-])([O-])=O (carbonate), O (water), COC1=CC=C(CCl)C=C1 (4-methoxybenzyl chloride). Solvent: CN(C=O)C (dimethylformamide). Reaction conditions: time 30 minute. Product: COC1=CC=C(COC2=C(N)C(=CC=C2)[N+](=O)[O-])C=C1 (2-(4-methoxybenzyloxy)-6-nitroaniline). The yield is 0.1%. Reaction SMILES: [NH2:1][C:2]1[C:7]([N+:8]([O-:10])=[O:9])=[CH:6][CH:5]=[CH:4][C:3]=1[OH:11].C(=O)([O-])[O-].[CH3:16][O:17][C:18]1[CH:25]=[CH:24][C:21]([CH2:22]Cl)=[CH:20][CH:19]=1.O>CN(C)C=O>[CH3:16][O:17][C:18]1[CH:25]=[CH:24][C:21]([CH2:22][O:11][C:3]2[CH:4]=[CH:5][CH:6]=[C:7]([N+:8]([O-:10])=[O:9])[C:2]=2[NH2:1])=[CH:20][CH:19]=1. Procedure: To a solution of 2-amino-3-nitrophenoi (10 g) in dimethylformamide (100 ml) was added potassilum carbonate (17.9 g) under ice-cooling, and the mixture was stirred for 30 minutes at the same temperature. To the mixture was added 4-methoxybenzyl chloride (10.7 g) at ambient temperature, and the mixture was stirred for 30 minutes under ice-cooling and then overnight at ambient temperature. To the reaction mixture was added water, and the mixture was extracted with dichloromethane, and purified by s... Starting materials: O=C([O-])[O-], CCOC(=O)CNCc1ccc(OC)cc1OC, CCOC(=O)c1onc(CC)c1CBr, CC#N, [I-], [K+], [K+], [K+]. Product: CCOC(=O)CN(Cc1ccc(OC)cc1OC)Cc1c(CC)noc1C(=O)OCC. Reaction SMILES: [C:33](=[O:34])([O-:35])[O-:36].[CH2:15]([CH3:16])[O:17][C:18]([CH2:19][NH:20][CH2:21][c:22]1[c:23]([O:30][CH3:31])[cH:24][c:25]([O:28][CH3:29])[cH:26][cH:27]1)=[O:32].[CH2:1]([CH3:2])[O:3][C:4](=[O:5])[c:6]1[c:7]([CH2:13][Br:14])[c:8]([CH2:11][CH3:12])[n:9][o:10]1.[CH3:41][C:42]#[N:43].[I-:40].[K+:37].[K+:38].[K+:39]>>[CH2:1]([CH3:2])[O:3][C:4](=[O:5])[c:6]1[c:7]([CH2:13][N:20]([CH2:19][C:18]([O:17][CH2:15][CH3:16])=[O:32])[CH2:21][c:22]2[c:23]([O:30][CH3:31])[cH:24][c:25]([O:28][CH3:29])[cH:26][cH:27]2)[c:8]([CH2:11][CH3:12])[n:9][o:10]1. The reactants are S=C(c1ncc[nH]1)c1ncc[nH]1, CN(C)C=O, CN1CCN(c2ccc(N)cc2F)CC1. The product is CN1CCN(c2ccc(N=C=S)cc2F)CC1. As a reaction SMILES: [C:1](=[S:2])([c:3]1[nH:4][cH:5][cH:6][n:7]1)[c:8]1[nH:9][cH:10][cH:11][n:12]1.[CH3:28][N:29]([CH3:30])[CH:31]=[O:32].[F:13][c:14]1[cH:15][c:16]([NH2:27])[cH:17][cH:18][c:19]1[N:20]1[CH2:21][CH2:22][N:23]([CH3:26])[CH2:24][CH2:25]1>>[C:1](=[S:2])=[N:27][c:16]1[cH:15][c:14]([F:13])[c:19]([N:20]2[CH2:21][CH2:22][N:23]([CH3:26])[CH2:24][CH2:25]2)[cH:18][cH:17]1. Reactants: BrCCCBr (1,3-dibromopropane), [OH-].[K+] (potassium hydroxide), hydrochloride salt, N1(CCCCC1)CC1CC=2C1=CC=CC2 (piperidinylmethylbenzocyclobutene), C(Cl)Cl (methylene chloride), C(Cl)Cl (methylene chloride). The reagents and catalysts are [Cl-].C(CCC)[N+](CCCC)(CCCC)CCCC (tetrabutylammonium chloride). Reaction conditions: time 30 minute. The product is BrCCCOC=1C=C2C(C(C2CN2CCCCC2)C)=CC1 (5-(3-Bromopropoxy)-2-methyl-1-(1-piperidinylmethyl)benzocyclobutene). RXN SMILES: [OH-:1].[K+].[N:3]1([CH2:9][CH:10]2[C:13]3=[CH:14][CH:15]=[CH:16][CH:17]=[C:12]3[CH2:11]2)[CH2:8][CH2:7][CH2:6][CH2:5][CH2:4]1.[Br:18][CH2:19][CH2:20][CH2:21]Br.[CH2:23](Cl)Cl>[Cl-].C([N+](CCCC)(CCCC)CCCC)CCC>[Br:18][CH2:19][CH2:20][CH2:21][O:1][C:15]1[CH:14]=[C:13]2[CH:10]([CH2:9][N:3]3[CH2:8][CH2:7][CH2:6][CH2:5][CH2:4]3)[CH:11]([CH3:23])[C:12]2=[CH:17][CH:16]=1 |f:0.1,5.6|. Reported procedure: Aqueous potassium hydroxide (45%) is added to a stirred solution of the hydrochloride salt of the piperidinylmethylbenzocyclobutene obtained in the preceding step (6.5 g) in methylene chloride (30 ml) under nitrogen. The solution is stirred at RT for 30 minutes, and tetrabutylammonium chloride (0.9 g) and 1,3-dibromopropane (26 ml) are added to the stirred reaction mixture. The reaction mixture is stirred for an additional 2.5 hours, diluted with methylene chloride, washed with water, and extrac... Starting materials: CC(O[Si](C)(C)C(C)(C)C)c1ncc(Cn2ncc(N)n2)o1, ClCCCl, CN(C)c1ccncc1, Cc1nc(C(=O)O)c(-c2cccc(Cl)c2)o1, ClCCl, N#N, O, On1nnc2ccccc21. Product: Cc1nc(C(=O)Nc2cnn(Cc3cnc(C(C)O[Si](C)(C)C(C)(C)C)o3)n2)c(-c2cccc(Cl)c2)o1. RXN SMILES: [C:33]([CH3:34])([CH3:35])([CH3:36])[Si:37]([O:38][CH:39]([CH3:40])[c:41]1[o:42][c:43]([CH2:46][n:47]2[n:48][cH:49][c:50]([NH2:52])[n:51]2)[cH:44][n:45]1)([CH3:53])[CH3:54].[CH2:29]([Cl:30])[CH2:31][Cl:32].[CH3:58][N:59]([c:60]1[cH:61][cH:62][n:63][cH:64][cH:65]1)[CH3:66].[Cl:3][c:4]1[cH:5][c:6](-[c:10]2[c:11]([C:16](=[O:17])[OH:18])[n:12][c:13]([CH3:15])[o:14]2)[cH:7][cH:8][cH:9]1.[Cl:55][CH2:56][Cl:57].[N:1]#[N:2].[OH2:67].[OH:19][n:20]1[c:21]2[c:22]([cH:23][cH:24][cH:25][cH:26]2)[n:27][n:28]1>>[Cl:3][c:4]1[cH:5][c:6](-[c:10]2[c:11]([C:16](=[O:18])[NH:52][c:50]3[cH:49][n:48][n:47]([CH2:46][c:43]4[o:42][c:41]([CH:39]([O:38][Si:37]([C:33]([CH3:34])([CH3:35])[CH3:36])([CH3:53])[CH3:54])[CH3:40])[n:45][cH:44]4)[n:51]3)[n:12][c:13]([CH3:15])[o:14]2)[cH:7][cH:8][cH:9]1. Product: FC(C1=C(C(=CC(=C1)[N+](=O)[O-])[N+](=O)[O-])O)(F)F (2-Trifluoromethyl-4,6-dinitro-phenol). Conditions: temperature 60 celsius. The reactants are [OH-].[Na+] (NaOH), ClC1=C(C=C(C=C1[N+](=O)[O-])[N+](=O)[O-])C(F)(F)F (2-chloro-3,5-dinitro-benzotrifluoride), Cl (hydrochloric acid), Cl (HCl). The yield is 90.0%. Procedure details: To a 1000 cm3 flask equipped with a stirrer, dropping funnel, reflux and thermometer 300 g /0.75 mole/ of a 10% by weight NaOH solution are added 81.3 g /0.3 mole/ of 2-chloro-3,5-dinitro-benzotrifluoride of a purity of 95% are added under stirring. The temperature is raised to 60° C. and the reaction mixture is stirred at 60°-65° C. for 4 hours, while the aqueous suspension forms an emulsion. The reaction mixture is then cooled to room temperature /20°-25° C./ under stirring and within 1 hour a... RXN SMILES: [OH-:1].[Na+].Cl[C:4]1[C:9]([N+:10]([O-:12])=[O:11])=[CH:8][C:7]([N+:13]([O-:15])=[O:14])=[CH:6][C:5]=1[C:16]([F:19])([F:18])[F:17].Cl>>[F:17][C:16]([F:19])([F:18])[C:5]1[CH:6]=[C:7]([N+:13]([O-:15])=[O:14])[CH:8]=[C:9]([N+:10]([O-:12])=[O:11])[C:4]=1[OH:1] |f:0.1|. RXN SMILES: [C@@H:1]1([C:7]([OH:9])=[O:8])[O:3][C@@H:2]1[C:4]([OH:6])=[O:5].[OH-:10].[Mg+2:11].[OH-]>>[C:7]([C@@H:1]([C@H:2]([C:4]([O-:6])=[O:5])[OH:10])[OH:3])([O-:9])=[O:8].[Mg+2:11] |f:1.2.3,4.5|. The product is C(=O)([O-])[C@H](O)[C@@H](O)C(=O)[O-].[Mg+2] (magnesium L(+)-tartrate). Run in aqueous solution. Procedure details: In 100 ml of an aqueous solution containing 1.0 g of cis-epoxysuccinic acid and 0.44 g of magnesium hydroxide and adjusted to pH value of 8.0, a 0.5 g portion of clean microbic cells of Acetobacter curtus No. 4 (FERM-P No. 2879) obtained by following the procedure of Example 3 was added and shaken at 35° C for 5 hours. In the reaction mixture, there was formed magnesium L(+)-tartrate. The amount of the salt thus produced was 1.19 g and the yield was 91 percent. By treating this product with a co... Yield: 91.0%. Reaction conditions: temperature 35 celsius, time 5 hour. The reactants are [C@@H]1([C@H](O1)C(=O)O)C(=O)O (cis-epoxysuccinic acid), [OH-].[Mg+2].[OH-] (magnesium hydroxide). Starting materials: ClC1=CC=C(OC=2SC(=CN2)C(=O)OCC)C=C1 (ethyl 2-(4-chlorophenoxy)-5-thiazolecarboxylate), [Li+].[OH-] (LiOH), Cl (HCl). Reported procedure: A solution of ethyl 2-(4-chlorophenoxy)-5-thiazolecarboxylate from above in 1:1 1N LiOH:THF (150 mL) was heated at 50° C. for 1 hr. It was then cooled to r.t. and the THF was stripped off in vacuo. The resulting aqueous solution was poured into 1:1 conc. HCl:ice (200 mL), the precipitate was collected, taken up in ethylacetate (250 mL), dried with MgSO4 and concentrated to afford 2-(4-chlorophenoxy)-5-thiazolecarboxylic acid (7.49 g, 89% over the two steps) as an off-white solid. Yields the product ClC1=CC=C(OC=2SC(=CN2)C(=O)O)C=C1 (2-(4-chlorophenoxy)-5-thiazolecarboxylic acid). Reaction SMILES: [Cl:1][C:2]1[CH:18]=[CH:17][C:5]([O:6][C:7]2[S:8][C:9]([C:12]([O:14]CC)=[O:13])=[CH:10][N:11]=2)=[CH:4][CH:3]=1.[Li+].[OH-].Cl>C1COCC1>[Cl:1][C:2]1[CH:18]=[CH:17][C:5]([O:6][C:7]2[S:8][C:9]([C:12]([OH:14])=[O:13])=[CH:10][N:11]=2)=[CH:4][CH:3]=1 |f:1.2|. Run in C1CCOC1 (THF), C1CCOC1 (THF). Product: N1(CCC1)C(=O)C=1C=NN(C1C(=O)NC=1C=CC=2N(C1)N=C(N2)C=2C=NC=CC2)C (4-(Azetidine-1-carbonyl)-1-methyl-N-(2-(pyridin-3-yl)-[1,2,4]triazolo[1,5-a]pyridin-6-yl)-1H-pyrazole-5-carboxamide). Procedure: Using azetidine and 1-methyl-5-(2-pyridin-3-yl-[1,2,4]triazolo[1,5-a]pyridin-6-ylcarbamoyl)-1H-pyrazole-4-carboxylic acid, the title compound was prepared in the same manner as described for example 2. White solid (75 mg, 48%). Mp.: 272° C. MS: m/z=403.2 (M+H+). Reactants: N1CCC1 (azetidine), CN1N=CC(=C1C(NC=1C=CC=2N(C1)N=C(N2)C=2C=NC=CC2)=O)C(=O)O (1-methyl-5-(2-pyridin-3-yl-[1,2,4]triazolo[1,5-a]pyridin-6-ylcarbamoyl)-1H-pyrazole-4-carboxylic acid), solid. RXN SMILES: [NH:1]1[CH2:4][CH2:3][CH2:2]1.[CH3:5][N:6]1[C:10]([C:11](=[O:28])[NH:12][C:13]2[CH:14]=[CH:15][C:16]3[N:17]([N:19]=[C:20]([C:22]4[CH:23]=[N:24][CH:25]=[CH:26][CH:27]=4)[N:21]=3)[CH:18]=2)=[C:9]([C:29](O)=[O:30])[CH:8]=[N:7]1>>[N:1]1([C:29]([C:9]2[CH:8]=[N:7][N:6]([CH3:5])[C:10]=2[C:11]([NH:12][C:13]2[CH:14]=[CH:15][C:16]3[N:17]([N:19]=[C:20]([C:22]4[CH:23]=[N:24][CH:25]=[CH:26][CH:27]=4)[N:21]=3)[CH:18]=2)=[O:28])=[O:30])[CH2:4][CH2:3][CH2:2]1.